From a dataset of the Open Reaction Database (ORD), a public repository of structured organic reaction records. describe an organic reaction: reactants, conditions, products, and yield Yields the product CC(C)(C)OC(=O)NC1CCc2ccc(Oc3ccnc(NC(=O)C4CC4)c3)cc2C1. As a reaction SMILES: [C:35](=[O:36])([O-:37])[O-:38].[Cs+:39].[Cs+:40].[N+:20]([O-:21])(=[O:22])[c:23]1[cH:24][c:25]([NH:29][C:30](=[O:31])[CH:32]2[CH2:33][CH2:34]2)[n:26][cH:27][cH:28]1.[O:41]=[CH:42][N:43]([CH3:44])[CH3:45].[OH:1][c:2]1[cH:3][cH:4][c:5]2[c:10]([cH:11]1)[CH2:9][CH:8]([NH:12][C:13]([O:14][C:15]([CH3:16])([CH3:17])[CH3:18])=[O:19])[CH2:7][CH2:6]2>>[O:1]([c:2]1[cH:3][cH:4][c:5]2[c:10]([cH:11]1)[CH2:9][CH:8]([NH:12][C:13]([O:14][C:15]([CH3:16])([CH3:17])[CH3:18])=[O:19])[CH2:7][CH2:6]2)[c:23]1[cH:24][c:25]([NH:29][C:30](=[O:31])[CH:32]2[CH2:33][CH2:34]2)[n:26][cH:27][cH:28]1. Starting materials: O=C([O-])[O-], [Cs+], [Cs+], O=C(Nc1cc([N+](=O)[O-])ccn1)C1CC1, CN(C)C=O, CC(C)(C)OC(=O)NC1CCc2ccc(O)cc2C1.